Dataset: the Open Reaction Database (ORD), a public repository of structured organic reaction records. Task: describe an organic reaction: reactants, conditions, products, and yield The reactants are C(C)OC(=O)C1=NN(C(=C1)C1=CC=C(C=C1)C)C1=CC=C(C=C1)S(N)(=O)=O (1-(4-Sulfamoyl-phenyl)-5-p-tolyl-1H-pyrazole-3-carboxylic acid ethyl ester), [H-].[H-].[H-].[H-].[Li+].[Al+3] (LiAlH4), O (water). Solvent: C1CCOC1 (THF). Conditions: time 6 hour. Yields the product OCC1=NN(C(=C1)C1=CC=C(C=C1)C)C1=CC=C(C=C1)S(=O)(=O)N (4-(3-Hydroxymethyl-5-p-tolyl-pyrazol-1-yl)-benzenesulfonamide). Isolated yield 798.0%. Reaction SMILES: C([O:3][C:4]([C:6]1[CH:10]=[C:9]([C:11]2[CH:16]=[CH:15][C:14]([CH3:17])=[CH:13][CH:12]=2)[N:8]([C:18]2[CH:23]=[CH:22][C:21]([S:24](=[O:27])(=[O:26])[NH2:25])=[CH:20][CH:19]=2)[N:7]=1)=O)C.[H-].[H-].[H-].[H-].[Li+].[Al+3].O>C1COCC1>[OH:3][CH2:4][C:6]1[CH:10]=[C:9]([C:11]2[CH:12]=[CH:13][C:14]([CH3:17])=[CH:15][CH:16]=2)[N:8]([C:18]2[CH:23]=[CH:22][C:21]([S:24]([NH2:25])(=[O:26])=[O:27])=[CH:20][CH:19]=2)[N:7]=1 |f:1.2.3.4.5.6|. Reported procedure: To a solution of compound 3c (4 g, 1.04 mmol) in 20 mL of THF was added LiAlH4 (1.26 g, 33.2 mmol). The reaction mixture was stirred for 6 hours at room temperature. EtOAC (30 mL) and water (30 mL) were added successively. The solvent was removed in vacuo and the resulting solid was filtered. The crude product was purified by column chromatography (EtOAc/Hexanes in adequate proportions) to give the compound (2.85 g, 80%) as a white solid. mp 165.9-169.3° C. 1H NMR (300 MHz, DMSO-d6): δ 7.81 (d, ... Starting materials: O=C(O)c1cccc(CC2COc3ccc(OCc4nc5cc(F)ccc5s4)cc3C2O)c1, CC(=O)O, CCOCC, C=[N+]=[N-], C1CCOC1, O. The product is COC(=O)c1cccc(CC2COc3ccc(OCc4nc5cc(F)ccc5s4)cc3C2O)c1. As a reaction SMILES: [C:1](=[O:2])([OH:3])[c:4]1[cH:5][c:6]([CH2:7][CH:8]2[CH2:9][O:10][c:11]3[cH:12][cH:13][c:14]([O:19][CH2:20][c:21]4[s:22][c:23]5[c:24]([n:25]4)[cH:26][c:27]([F:30])[cH:28][cH:29]5)[cH:15][c:16]3[CH:17]2[OH:18])[cH:31][cH:32][cH:33]1.[CH3:37][C:38](=[O:39])[OH:40].[CH3:42][CH2:43][O:44][CH2:45][CH3:46].[N+:34](=[N-:35])=[CH2:36].[O:47]1[CH2:48][CH2:49][CH2:50][CH2:51]1.[OH2:41]>>[C:1]([O:2][CH3:36])(=[O:3])[c:4]1[cH:5][c:6]([CH2:7][CH:8]2[CH2:9][O:10][c:11]3[cH:12][cH:13][c:14]([O:19][CH2:20][c:21]4[s:22][c:23]5[c:24]([n:25]4)[cH:26][c:27]([F:30])[cH:28][cH:29]5)[cH:15][c:16]3[CH:17]2[OH:18])[cH:31][cH:32][cH:33]1. Reactants: ClC1=NC=CC(=N1)Cl (2,4-Dichloropyrimidine), C(C)C1=C(N)C=CC=C1 (2-ethylaniline), C(C)(C)N(C(C)C)CC (N,N-diisopropylethylamine). Run in C(CCC)O (n-butanol). Conditions: temperature 100 celsius. The product is CCCC(C)C (isohexane), ClC1=NC=CC(=N1)NC1=C(C=CC=C1)CC (2-Chloro-4-(2-ethylanilino)pyrimidine). RXN SMILES: [Cl:1][C:2]1[N:7]=[C:6](Cl)[CH:5]=[CH:4][N:3]=1.[CH2:9]([C:11]1[CH:17]=[CH:16][CH:15]=[CH:14][C:12]=1[NH2:13])[CH3:10].C(N(CC)C(C)C)(C)C>C(O)CCC>[CH3:15][CH2:14][CH2:12][CH:11]([CH3:17])[CH3:9].[Cl:1][C:2]1[N:7]=[C:6]([NH:13][C:12]2[CH:14]=[CH:15][CH:16]=[CH:17][C:11]=2[CH2:9][CH3:10])[CH:5]=[CH:4][N:3]=1. Procedure: 2,4-Dichloropyrimidine (596 mg, 4 mmol), 2-ethylaniline (494 ml, 4 mmol) and N,N-diisopropylethylamine (695 ml, 4 mmol) were dissolved in n-butanol (20 ml) with stirring. The reaction mixture was heated to 100° C. for 18 hours, allowed to cool to ambient temperature and evaporated onto silica (3 ml). The residue was purified by column chromatography eluting with EtOAc (0–20%): isohexane to give the title product as a colourless solid on evaporation (215 mg, 23%). NMR (CDCl3, 300 MHz): 1.20 (t, 3... Product: c1ccc(Nc2ccnc(Nc3ccc(OCC4CO4)cc3)n2)cc1. Starting materials: BrCC1CO1, CS(C)=O, [K+], [K+], Oc1ccc(Nc2nccc(Nc3ccccc3)n2)cc1, O=C([O-])[O-]. RXN SMILES: [Br:28][CH2:29][CH:30]1[CH2:31][O:32]1.[CH3:33][S:34]([CH3:35])=[O:36].[K+:22].[K+:23].[NH:1]([c:2]1[cH:3][cH:4][cH:5][cH:6][cH:7]1)[c:8]1[n:9][c:10]([NH:14][c:15]2[cH:16][cH:17][c:18]([OH:21])[cH:19][cH:20]2)[n:11][cH:12][cH:13]1.[O-:24][C:25]([O-:26])=[O:27]>>[NH:1]([c:2]1[cH:3][cH:4][cH:5][cH:6][cH:7]1)[c:8]1[n:9][c:10]([NH:14][c:15]2[cH:16][cH:17][c:18]([O:21][CH2:29][CH:30]3[CH2:31][O:32]3)[cH:19][cH:20]2)[n:11][cH:12][cH:13]1. The reactants are CCc1cc(C#N)cc(C)c1O, C1CCOC1, CC1(C)OCC(CO)CO1, Cc1ccccc1, CCOC(=O)N=NC(=O)OCC, c1ccc(P(c2ccccc2)c2ccccc2)cc1. The product is CCc1cc(C#N)cc(C)c1OCC1COC(C)(C)OC1. RXN SMILES: [CH2:1]([CH3:2])[c:3]1[cH:4][c:5]([C:6]#[N:7])[cH:8][c:9]([CH3:12])[c:10]1[OH:11].[CH2:54]1[O:55][CH2:56][CH2:57][CH2:58]1.[CH3:32][C:33]1([CH3:41])[O:34][CH2:35][CH:36]([CH2:39][OH:40])[CH2:37][O:38]1.[CH3:59][c:60]1[cH:61][cH:62][cH:63][cH:64][cH:65]1.[O:42]=[C:43]([O:44][CH2:45][CH3:46])[N:47]=[N:48][C:49]([O:50][CH2:51][CH3:52])=[O:53].[c:13]1([P:14]([c:15]2[cH:16][cH:17][cH:18][cH:19][cH:20]2)[c:21]2[cH:22][cH:23][cH:24][cH:25][cH:26]2)[cH:27][cH:28][cH:29][cH:30][cH:31]1>>[CH2:1]([CH3:2])[c:3]1[cH:4][c:5]([C:6]#[N:7])[cH:8][c:9]([CH3:12])[c:10]1[O:11][CH2:39][CH:36]1[CH2:35][O:34][C:33]([CH3:32])([CH3:41])[O:38][CH2:37]1. Starting materials: S(=O)(=O)(O)C1=CC=C(C=C1)N1NC(=CC1=O)C (1-(4-sulfophenyl)-3-methyl-5-pyrazolone), CI (methyl iodide). Run in CO (methanol). Run at temperature 130 celsius, time 15 hour. Yields the product S(=O)(=O)(O)C1=CC=C(C=C1)N1N(C(=CC1=O)C)C (1-(4-sulfophenyl)-2,3-dimethyl-5-pyrazolone). Yield: 44.2%. As a reaction SMILES: [S:1]([C:5]1[CH:10]=[CH:9][C:8]([N:11]2[C:15](=[O:16])[CH:14]=[C:13]([CH3:17])[NH:12]2)=[CH:7][CH:6]=1)([OH:4])(=[O:3])=[O:2].[CH3:18]I>CO>[S:1]([C:5]1[CH:6]=[CH:7][C:8]([N:11]2[C:15](=[O:16])[CH:14]=[C:13]([CH3:17])[N:12]2[CH3:18])=[CH:9][CH:10]=1)([OH:4])(=[O:2])=[O:3]. Procedure details: 3.0 g of 1-(4-sulfophenyl)-3-methyl-5-pyrazolone (manufactured by ALDRICH CHEMISTRY Co., Ltd.: 134163-25G), 3.4 g of methyl iodide (manufactured by KANTO CHEMICAL Co., Inc.: 10060), 100 mL of methanol were put in a high-pressure reactor, and stirred for 15 hours at 130° C. under heating. The reaction mixture was evaporated to dryness, and then recrystallized from ethanol to yield 1.4 g of a desired product.